This data is from the Open Reaction Database (ORD), a public repository of structured organic reaction records. The task is: describe an organic reaction: reactants, conditions, products, and yield Reactants: COC(=O)C=1N=C(SC1)NC([C@H](CC1=CC=CC=C1)N)=O (2-((S)-2-amino-3-phenyl-propionylamino)-thiazole-4-carboxylic acid methyl ester), C(C)(C)(C)OC(=O)N[C@@H](C(=O)O)C1=CC=CC=C1 ((R)-tert-butoxycarbonylamino-phenylacetic acid), C(C)(C)N(CC)C(C)C (diisopropylethylamine), ON1N=NC2=C1C=CC=C2 (1-hydroxybenzotriazole), N1(N=NC2=C1C=CC=C2)OC(=[N+](C)C)N(C)C (O-benzotriazol-1-yl-N,N,N′,N′-tetramethyluronium). Solvent: CN(C=O)C (N,N-dimethylformamide). Conditions: time 5 minute. Yields the product COC(=O)C=1N=C(SC1)NC([C@H](CC1=CC=CC=C1)NC([C@@H](C1=CC=CC=C1)NC(=O)OC(C)(C)C)=O)=O ([(S)-2-((R)-2-tert-butoxycarbonylamino-2-phenyl-acetylamino)-3-phenyl-propionylamino]-thiazole-4-carboxylic acid methyl ester). As a reaction SMILES: [CH3:1][O:2][C:3]([C:5]1[N:6]=[C:7]([NH:10][C:11](=[O:21])[C@@H:12]([NH2:20])[CH2:13][C:14]2[CH:19]=[CH:18][CH:17]=[CH:16][CH:15]=2)[S:8][CH:9]=1)=[O:4].[C:22]([O:26][C:27]([NH:29][C@H:30]([C:34]1[CH:39]=[CH:38][CH:37]=[CH:36][CH:35]=1)[C:31](O)=[O:32])=[O:28])([CH3:25])([CH3:24])[CH3:23].C(N(C(C)C)CC)(C)C.ON1C2C=CC=CC=2N=N1.N1(OC(N(C)C)=[N+](C)C)C2C=CC=CC=2N=N1>CN(C)C=O>[CH3:1][O:2][C:3]([C:5]1[N:6]=[C:7]([NH:10][C:11](=[O:21])[C@@H:12]([NH:20][C:31](=[O:32])[C@H:30]([NH:29][C:27]([O:26][C:22]([CH3:24])([CH3:23])[CH3:25])=[O:28])[C:34]2[CH:39]=[CH:38][CH:37]=[CH:36][CH:35]=2)[CH2:13][C:14]2[CH:19]=[CH:18][CH:17]=[CH:16][CH:15]=2)[S:8][CH:9]=1)=[O:4]. Procedure: A solution of 2-((S)-2-amino-3-phenyl-propionylamino)-thiazole-4-carboxylic acid methyl ester (prepared as described in example 3, step c) (0.61 g, 2.0 mmol), (R)-tert-butoxycarbonylamino-phenylacetic acid (0.55 g, 2.2 mmol), diisopropylethylamine (1.40 mL, 7.88 mmol) and 1-hydroxybenzotriazole (0.324 g, 2.40 mmol) in N,N-dimethylformamide (5 mL) was stirred in an ice bath for 5 minutes To the cooled yellow-orange solution was added O-benzotriazol-1-yl-N,N,N′,N′-tetramethyluronium hexafluroropho...